The task is: describe an organic reaction: reactants, conditions, products, and yield. This data is from the Open Reaction Database (ORD), a public repository of structured organic reaction records. Reactants: BrC1=C(CCC1)C1=CC=C(C=C1)SC (1-(2-bromocyclopenten-1-yl)-4-(methylthio)benzene), FC(C1=CC=C(C=C1)B(O)O)(F)F (4-trifluoromethyphenylboronic acid). The product is FC(C1=CC=C(C=C1)C1=C(CCC1)C1=CC=C(C=C1)SC)(F)F (1-[2-(4-trifluoromethylphenyl)cyclopenten-1-yl]-4-(methylthio)benzene). Isolated yield 80.6%. Reaction SMILES: Br[C:2]1[CH2:6][CH2:5][CH2:4][C:3]=1[C:7]1[CH:12]=[CH:11][C:10]([S:13][CH3:14])=[CH:9][CH:8]=1.[F:15][C:16]([F:27])([F:26])[C:17]1[CH:22]=[CH:21][C:20](B(O)O)=[CH:19][CH:18]=1>>[F:15][C:16]([F:27])([F:26])[C:17]1[CH:22]=[CH:21][C:20]([C:2]2[CH2:6][CH2:5][CH2:4][C:3]=2[C:7]2[CH:12]=[CH:11][C:10]([S:13][CH3:14])=[CH:9][CH:8]=2)=[CH:19][CH:18]=1. Procedure: Following the synthetic procedure outlined in Step 3 of Example 1, 240 mg (0.89 mmol) of 1-(2-bromocyclopenten-1-yl)-4-(methylthio) benzene (Example 1, Step 2) was reacted with 360 mg (1.8 mmol) of 4-trifluoromethylphenylboronic acid (Step 1). Purification by silica gel chromatography (MPLC) with hexane gave 240 mg (81%) of 1-[2-(4-trifluoromethylphenyl)cyclopenten-1-yl]-4-(methylthio)benzene as a colorless solid: mp 60.0°-61.5° C.; NMR (CDCl3) d 2.06 (m, J=7 Hz, 2H), 2.46 (s, 3H), 2.89 (t, J=7 ... The reactants are CNC1=NC=CC=C1[N+](=O)[O-] (2-methylamino-3nitropyridine). The reagents and catalysts are [Pd] (palladium-on-charcoal). The solvent is O1CCOCC1 (1,4-dioxane). The product is NC=1C(=NC=CC1)NC (3-Amino-2-methylaminopyridin). Isolated yield 96.2%. Reaction SMILES: [CH3:1][NH:2][C:3]1[C:8]([N+:9]([O-])=O)=[CH:7][CH:6]=[CH:5][N:4]=1>O1CCOCC1.[Pd]>[NH2:9][C:8]1[C:3]([NH:2][CH3:1])=[N:4][CH:5]=[CH:6][CH:7]=1. Procedure details: A procedure similar to that described in Example 6 was repeated, except that 5.00 g of 2-methylamino-3nitropyridine (prepared as described in Preparation 104) were hydrogenated in 80 ml of 1,4-dioxane in the presence of 1.00 g of 10 % w/w palladium-on-charcoal. After working up the product as described in Example 6, 3.87 g of the title compound, melting at 90°-92° C. were obtained. Reactants: IC1=C(C=C(N)C=C1)C (4-iodo-3-methylaniline), C(C=C)C1C(NCCC1)=O (3-Allylpiperidin-2-one). Product: C(C=C)C1C(N(CCC1)C1=C(C=C(C=C1)N)C)=O (3-Allyl-1-(4-amino-2-methylphenyl)piperidin-2-one). RXN SMILES: I[C:2]1[CH:8]=[CH:7][C:5]([NH2:6])=[CH:4][C:3]=1[CH3:9].[CH2:10]([CH:13]1[CH2:18][CH2:17][CH2:16][NH:15][C:14]1=[O:19])[CH:11]=[CH2:12]>>[CH2:10]([CH:13]1[CH2:18][CH2:17][CH2:16][N:15]([C:2]2[CH:8]=[CH:7][C:5]([NH2:6])=[CH:4][C:3]=2[CH3:9])[C:14]1=[O:19])[CH:11]=[CH2:12]. Reported procedure: Analogously to the process described under example 93A, 2.68 g (11.5 mmol) of 4-iodo-3-methylaniline and 2.0 g (14.3 mmol) of the compound from example 96A are used to obtain, after preparative HPLC, 1.31 g (47% of theory) of the title compound.